From a dataset of the Open Reaction Database (ORD), a public repository of structured organic reaction records. describe an organic reaction: reactants, conditions, products, and yield The reactants are OB(O)c1ccc(Br)cc1, CCOC(C)=O, N#Cc1ccccc1I, [Na+], [Na+], O=C([O-])[O-], C1COCCO1, [Pd], c1ccc(P(c2ccccc2)c2ccccc2)cc1, c1ccc(P(c2ccccc2)c2ccccc2)cc1, c1ccc(P(c2ccccc2)c2ccccc2)cc1, c1ccc(P(c2ccccc2)c2ccccc2)cc1. The product is N#Cc1ccccc1-c1ccc(Br)cc1. As a reaction SMILES: [Br:10][c:11]1[cH:12][cH:13][c:14]([B:17]([OH:18])[OH:19])[cH:15][cH:16]1.[CH3:32][CH2:33][O:34][C:35](=[O:36])[CH3:37].[I:1][c:2]1[c:3]([C:4]#[N:5])[cH:6][cH:7][cH:8][cH:9]1.[Na+:20].[Na+:21].[O-:22][C:23](=[O:24])[O-:25].[O:26]1[CH2:27][CH2:28][O:29][CH2:30][CH2:31]1.[Pd:38].[c:39]1([P:40]([c:41]2[cH:42][cH:43][cH:44][cH:45][cH:46]2)[c:47]2[cH:48][cH:49][cH:50][cH:51][cH:52]2)[cH:53][cH:54][cH:55][cH:56][cH:57]1.[c:58]1([P:59]([c:60]2[cH:61][cH:62][cH:63][cH:64][cH:65]2)[c:66]2[cH:67][cH:68][cH:69][cH:70][cH:71]2)[cH:72][cH:73][cH:74][cH:75][cH:76]1.[c:77]1([P:78]([c:79]2[cH:80][cH:81][cH:82][cH:83][cH:84]2)[c:85]2[cH:86][cH:87][cH:88][cH:89][cH:90]2)[cH:91][cH:92][cH:93][cH:94][cH:95]1.[c:96]1([P:97]([c:98]2[cH:99][cH:100][cH:101][cH:102][cH:103]2)[c:104]2[cH:105][cH:106][cH:107][cH:108][cH:109]2)[cH:110][cH:111][cH:112][cH:113][cH:114]1>>[c:2]1(-[c:14]2[cH:13][cH:12][c:11]([Br:10])[cH:16][cH:15]2)[c:3]([C:4]#[N:5])[cH:6][cH:7][cH:8][cH:9]1.